From a dataset of the Open Reaction Database (ORD), a public repository of structured organic reaction records. describe an organic reaction: reactants, conditions, products, and yield Reactants: COc1cc2cc(-c3ccccc3F)sc2c(Cl)c1Cl, Cl, O, c1ccncc1. Yields the product Oc1cc2cc(-c3ccccc3F)sc2c(Cl)c1Cl. RXN SMILES: [Cl:1][c:2]1[c:3]([O:19][CH3:20])[cH:4][c:5]2[c:6]([s:7][c:8](-[c:10]3[c:11]([F:16])[cH:12][cH:13][cH:14][cH:15]3)[cH:9]2)[c:17]1[Cl:18].[ClH:21].[OH2:28].[n:22]1[cH:23][cH:24][cH:25][cH:26][cH:27]1>>[Cl:1][c:2]1[c:3]([OH:19])[cH:4][c:5]2[c:6]([s:7][c:8](-[c:10]3[c:11]([F:16])[cH:12][cH:13][cH:14][cH:15]3)[cH:9]2)[c:17]1[Cl:18]. Starting materials: COCN (methoxymethylamine), C[Mg]I (methylmagnesium iodide), C1CCOC1 (THF), CC(C)(S(=O)(=O)C)C=1C=C2C=CC=NC2=C(C1)C=1C=C(C=CC1)C=1N=C(SC1C1=CC=C(C=C1)SC)C(=O)OCC (ethyl 4-(3-{6-[1-methyl-1-(methylsulfonyl)ethyl]quinolin-8-yl}phenyl)-5-[4-(methylthio)phenyl]-1,3-thiazole-2-carboxylate). Reaction conditions: temperature -78 celsius, time 10 minute. Yields the product CON(C(=O)C=1SC(=C(N1)C1=CC(=CC=C1)C=1C=C(C=C2C=CC=NC12)C(C)(S(=O)(=O)C)C)C1=CC=C(C=C1)SC)C (N-methoxy-N-methyl-4-(3-{6-[1-methyl-1-(methylsulfonyl)ethyl]quinolin-8-yl}phenyl)-5-[4-(methylthio)phenyl]-1,3-thiazole-2-carboxamide). RXN SMILES: CO[CH2:3][NH2:4].C[Mg]I.[CH3:8][C:9]([C:15]1[CH:16]=[C:17]2[C:22](=[C:23]([C:25]3[CH:26]=[C:27]([C:31]4[N:32]=[C:33]([C:44](OCC)=[O:45])[S:34][C:35]=4[C:36]4[CH:41]=[CH:40][C:39]([S:42][CH3:43])=[CH:38][CH:37]=4)[CH:28]=[CH:29][CH:30]=3)[CH:24]=1)[N:21]=[CH:20][CH:19]=[CH:18]2)([S:11]([CH3:14])(=[O:13])=[O:12])[CH3:10].C1C[O:52][CH2:51]C1>>[CH3:51][O:52][N:4]([CH3:3])[C:44]([C:33]1[S:34][C:35]([C:36]2[CH:41]=[CH:40][C:39]([S:42][CH3:43])=[CH:38][CH:37]=2)=[C:31]([C:27]2[CH:28]=[CH:29][CH:30]=[C:25]([C:23]3[CH:24]=[C:15]([C:9]([CH3:10])([S:11]([CH3:14])(=[O:12])=[O:13])[CH3:8])[CH:16]=[C:17]4[C:22]=3[N:21]=[CH:20][CH:19]=[CH:18]4)[CH:26]=2)[N:32]=1)=[O:45]. Reported procedure: To a solution of methoxymethylamine in THF (0.08M) at −78° C. was added methylmagnesium iodide (3M, ether, 1 eq) dropwise over 1 h. The reaction mixture was stirred at −78° C. for 10 min, a solution of ester from step 1 was added and the reaction mixture was stirred at −78° C. for 2 h. The mixture was quenched with AcOH, diluted with NH4Cl solution and EtOAc. The organic extracts were washed with brine, dried over Na2SO4, filtered and concentrated. The residue was purified by flash chromatograph...